Dataset: the Open Reaction Database (ORD), a public repository of structured organic reaction records. Task: describe an organic reaction: reactants, conditions, products, and yield The reactants are Br, CC(=O)O, COc1ncccc1C(F)(F)F. The product is Br, Oc1ncccc1C(F)(F)F. Reaction SMILES: [BrH:13].[CH3:14][C:15](=[O:16])[OH:17].[CH3:1][O:2][c:3]1[n:4][cH:5][cH:6][cH:7][c:8]1[C:9]([F:10])([F:11])[F:12]>>[BrH:13].[OH:2][c:3]1[n:4][cH:5][cH:6][cH:7][c:8]1[C:9]([F:10])([F:11])[F:12].